This data is from the Open Reaction Database (ORD), a public repository of structured organic reaction records. The task is: describe an organic reaction: reactants, conditions, products, and yield Reactants: C1(C=2C(C(N1CC(=O)Cl)=O)=CC=CC2)=O (phthalimidoacetyl chloride), Cl (HCl), CC1(OC(=O)CC(=O)O1)C (Meldrum's acid), N1=CC=CC=C1 (pyridine). Run in ClCCl (dichloromethane), ClCCl (dichloromethane). Run at time 10 minute. Yields the product O=C(CC(=O)OC)CN1C(C=2C(C1=O)=CC=CC2)=O (Methyl 3-oxo-4-phthalimidobutyrate). Yield: 70.4%. Reaction SMILES: C[C:2]1(C)[O:9][C:7](=[O:8])[CH2:6][C:4](=[O:5])O1.N1C=CC=CC=1.[C:17]1(=[O:31])[N:21]([CH2:22]C(Cl)=O)[C:20](=[O:26])[C:19]2=[CH:27][CH:28]=[CH:29][CH:30]=[C:18]12.Cl>ClCCl>[O:5]=[C:4]([CH2:22][N:21]1[C:20](=[O:26])[C:19]2=[CH:27][CH:28]=[CH:29][CH:30]=[C:18]2[C:17]1=[O:31])[CH2:6][C:7]([O:9][CH3:2])=[O:8]. Procedure: To a solution of Meldrum's acid (14.4 g, 0.10 mol) and pyridine (15.8 g, 0.20 mol) in dichloromethane (100 mL) was added dropwise at 0° C., taking 10 minutes, a solution of phthalimidoacetyl chloride (24.6 g,. 0.11 mol) in dichloromethane (50 mL). The mixture was stirred for 30 minutes at the same temperature and for 30 minutes at room temperature. To the reaction mixture was added 1N HCl (200 mL), then insoluble material was filtered off. The aqueous layer was separated, and the organic layer w... Reactants: COc1ccc(-c2ccc3nc[nH]c(=O)c3n2)cc1OC, Cc1ccccc1, O=P(Cl)(Cl)Cl, Cc1cccc(C)n1. Product: COc1ccc(-c2ccc3ncnc(Cl)c3n2)cc1OC. Reaction SMILES: [CH3:1][O:2][c:3]1[cH:4][c:5](-[c:11]2[cH:12][cH:13][c:14]3[n:15][cH:16][nH:17][c:18](=[O:21])[c:19]3[n:20]2)[cH:6][cH:7][c:8]1[O:9][CH3:10].[CH3:35][c:36]1[cH:37][cH:38][cH:39][cH:40][cH:41]1.[P:22]([Cl:23])([Cl:24])([Cl:25])=[O:26].[n:27]1[c:28]([CH3:29])[cH:30][cH:31][cH:32][c:33]1[CH3:34]>>[CH3:1][O:2][c:3]1[cH:4][c:5](-[c:11]2[cH:12][cH:13][c:14]3[n:15][cH:16][n:17][c:18]([Cl:24])[c:19]3[n:20]2)[cH:6][cH:7][c:8]1[O:9][CH3:10]. The reactants are N(=O)[O-].[Na+] (sodium nitrite), NC1=C(C(=O)NCC=2C=NC=CC2)C=C(C=C1)Br (2-amino-5-bromo-N-(3-pyridylmethyl)benzamide), Cl (hydrochloric acid), resultant mixture, [OH-].[Na+] (sodium hydroxide). Solvent: O (water), O (water), O (water), C(Cl)(Cl)Cl (chloroform). The product is BrC=1C=CC2=C(C(N(N=N2)CC=2C=NC=CC2)=O)C1 (6-bromo-3-(3-pyridylmethyl)-1,2,3-benzotriazin-4 (3H)-one). Yield: 84.1%. Reaction SMILES: [NH2:1][C:2]1[CH:17]=[CH:16][C:15]([Br:18])=[CH:14][C:3]=1[C:4]([NH:6][CH2:7][C:8]1[CH:9]=[N:10][CH:11]=[CH:12][CH:13]=1)=[O:5].Cl.[N:20]([O-])=O.[Na+].[OH-].[Na+]>C(Cl)(Cl)Cl.O>[Br:18][C:15]1[CH:16]=[CH:17][C:2]2[N:1]=[N:20][N:6]([CH2:7][C:8]3[CH:9]=[N:10][CH:11]=[CH:12][CH:13]=3)[C:4](=[O:5])[C:3]=2[CH:14]=1 |f:2.3,4.5|. Procedure: To a mixture of 29.4 g of 2-amino-5-bromo-N-(3-pyridylmethyl)benzamide, 32 ml of conc. hydrochloric acid and 400 ml of water was dropwise added a solution of 6.83 g and 400 ml of water was dropwise added a solution of 6.83 g of sodium nitrite and 48 ml of water at 0° to 2° C. The resultant mixture was stirred at 0° to 2° C. for 45 minutes, neutralized with 1N aqueous sodium hydroxide and shaken with chloroform. The organic layer was washed with saturated brine, dried over anhydrous magnesium sul... Starting materials: CC(C)(C)c1ccccc1N, Cc1ccccc1, O=C1CCC(=O)O1. Product: CC(C)(C)c1ccccc1NC(=O)CCC(=O)O. RXN SMILES: [C:1]([CH3:2])([CH3:3])([CH3:4])[c:5]1[c:6]([NH2:7])[cH:8][cH:9][cH:10][cH:11]1.[CH3:19][c:20]1[cH:21][cH:22][cH:23][cH:24][cH:25]1.[O:12]1[C:13](=[O:18])[CH2:14][CH2:15][C:16]1=[O:17]>>[C:1]([CH3:2])([CH3:3])([CH3:4])[c:5]1[c:6]([NH:7][C:16]([CH2:15][CH2:14][C:13](=[O:12])[OH:18])=[O:17])[cH:8][cH:9][cH:10][cH:11]1. The reactants are COC(C1=C(C(=CC=C1)NC(=O)C1=CC=C(C=C1)C1=CC=CC=C1)N)=O (2-Amino-3-[(biphenyl-4-carbonyl)-amino]-benzoic acid methyl ester). The solvent is C(C)(=O)O (acetic acid). Conditions: temperature 130 celsius. Yields the product COC(=O)C1=CC=CC=2NC(=NC21)C2=CC=C(C=C2)C2=CC=CC=C2 (2-Biphenyl-4-yl-1H-benzoimidazole-4-carboxylic acid methyl ester). As a reaction SMILES: [CH3:1][O:2][C:3](=[O:26])[C:4]1[CH:9]=[CH:8][CH:7]=[C:6]([NH:10][C:11]([C:13]2[CH:18]=[CH:17][C:16]([C:19]3[CH:24]=[CH:23][CH:22]=[CH:21][CH:20]=3)=[CH:15][CH:14]=2)=O)[C:5]=1[NH2:25]>C(O)(=O)C>[CH3:1][O:2][C:3]([C:4]1[C:5]2[N:25]=[C:11]([C:13]3[CH:18]=[CH:17][C:16]([C:19]4[CH:24]=[CH:23][CH:22]=[CH:21][CH:20]=4)=[CH:15][CH:14]=3)[NH:10][C:6]=2[CH:7]=[CH:8][CH:9]=1)=[O:26]. Procedure details: 2-Amino-3-[(biphenyl-4-carbonyl)-amino]-benzoic acid methyl ester (300 mg, 0.86 mmol) was dissolved in glacial acetic acid (20 mL) and heated to 130° C. until the reaction was completed which was monitored by TLC (2 to 3 h). After the reaction is completed the solvent was removed and solid residue was purified over silica gel using chloroform and methanol as an eluent to get the required example 79. Reactants: C1(CC1)C1(C=CC(C1)=O)C1CC1 (4,4-dicyclopropyl-2-cyclopenten-1-one), [H-].C(C(C)C)[Al+]CC(C)C (diisobutylaluminum hydride), Cl (hydrochloric acid), C(C)(=O)OCC (ethyl acetate). Run in C(C)OCC (diethyl ether). Conditions: time 20 minute. Yields the product C1(CC1)C1(C=CC(C1)O)C1CC1 (4,4-dicyclopropyl-2-cyclopenten-1-ol). The yield is 27.8%. Reaction SMILES: [CH:1]1([C:4]2([CH:10]3[CH2:12][CH2:11]3)[CH2:8][C:7](=[O:9])[CH:6]=[CH:5]2)[CH2:3][CH2:2]1.[H-].C([Al+]CC(C)C)C(C)C.C(OCC)(=O)C.Cl>C(OCC)C>[CH:10]1([C:4]2([CH:1]3[CH2:3][CH2:2]3)[CH2:8][CH:7]([OH:9])[CH:6]=[CH:5]2)[CH2:12][CH2:11]1 |f:1.2|. Reported procedure: To a solution of 4,4-dicyclopropyl-2-cyclopenten-1-one (1.88 g) in diethyl ether (20 ml) was added diisobutylaluminum hydride (0.94N in n-hexane, 14 ml) at -70° C. to -64° C. under nitrogen atmosphere. After being stirred for 20 minutes, ethyl acetate (6 ml) was added thereto and the solution was acidified with dil. hydrochloric acid and extracted with diethyl ether. The extract was washed with brine, dried over sodium sulfate and evaporated in vacuo to give 4,4-dicyclopropyl-2-cyclopenten-1-ol ... Starting materials: CC(C)(C)c1nc2cc(S(=O)(=O)Cl)ccc2n1CC1CCOCC1, C1COCCN1, CN(C)c1ccncc1, CC#N. Product: CC(C)(C)c1nc2cc(S(=O)(=O)N3CCOCC3)ccc2n1CC1CCOCC1. RXN SMILES: [C:1]([CH3:2])([CH3:3])([CH3:4])[c:5]1[n:6][c:7]2[c:8]([n:9]1[CH2:10][CH:11]1[CH2:12][CH2:13][O:14][CH2:15][CH2:16]1)[cH:17][cH:18][c:19]([S:21](=[O:22])(=[O:23])[Cl:24])[cH:20]2.[CH2:25]1[CH2:26][O:27][CH2:28][CH2:29][NH:30]1.[CH3:31][N:32]([c:33]1[cH:34][cH:35][n:36][cH:37][cH:38]1)[CH3:39].[CH3:40][C:41]#[N:42]>>[C:1]([CH3:2])([CH3:3])([CH3:4])[c:5]1[n:6][c:7]2[c:8]([n:9]1[CH2:10][CH:11]1[CH2:12][CH2:13][O:14][CH2:15][CH2:16]1)[cH:17][cH:18][c:19]([S:21](=[O:22])(=[O:23])[N:30]1[CH2:25][CH2:26][O:27][CH2:28][CH2:29]1)[cH:20]2.